Dataset: the Open Reaction Database (ORD), a public repository of structured organic reaction records. Task: describe an organic reaction: reactants, conditions, products, and yield Reaction conditions: temperature 25 celsius, time 0 minute. The solvent is CC#N, O, O. Reported procedure: To a 4 ml reaction vial equipped with a magnetic
tumble stir disc under N2 atmosphere was charged (E)-methyl 3-cyclopropyl-2-methyl-3-
(tosyloxy)acrylate 3-(E) (40.0 mg, 0.129 mmol), (3-(benzyloxy)phenyl)boronic acid 4 (32.3 mg,
0.142 mmol), palladium precatalyst 5 (5.96 mg, 6.44 µmol) and 1,3,5-trimethoxybenzene (2.17
mg, 0.013 mmol). ACN (1000 µl) and water (10 µl) were added and the mixture agitated to
dissolve all solids. To a 40 ml vial was charged K3PO4 (2.12 g, 10.0 mmol) and water to dil... The product is OB(O)c1cc(OCc2ccccc2)ccc1, COC(=O)/C(C)=C(/OS(=O)(=O)c1ccc(C)cc1)C1CC1, COc1cc(OC)cc(OC)c1, CS(=O)(=O)O[Pd]1(<-P(C2=CC=CC=C2)(C2=CC=CC=C2)C2=CC=CC2[Fe]C2C=CC=C2P(C2=CC=CC=C2)C2=CC=CC=C2)<-NC2=C(C=CC=C2)C2=CC=CC=C21, C12=CC=CC=C1C3=C(C=CC=C3)N2, COC(/C(C)=C(C1CC1)/c2cccc(OCc3ccccc3)c2)=O, COC(/C(C)=C(C1CC1)\c2cccc(OCc3ccccc3)c2)=O, NC(C=CC=C1)=C1C2=CC=CC=C2C3=CC(OCC4=CC=CC=C4)=CC=C3, Oc1cccc(OCc2ccccc2)c1, c1(COc2cccc(c3cccc(OCc4ccccc4)c3)c2)ccccc1. The reagents and catalysts are O=P([O-])([O-])[O-].[K+].[K+].[K+], COc1cc(OC)cc(OC)c1, CS(=O)(=O)O[Pd]1(<-P(C2=CC=CC=C2)(C2=CC=CC=C2)C2=CC=CC2[Fe]C2C=CC=C2P(C2=CC=CC=C2)C2=CC=CC=C2)<-NC2=C(C=CC=C2)C2=CC=CC=C21. The reactants are OB(O)c1cc(OCc2ccccc2)ccc1, COC(=O)/C(C)=C(/OS(=O)(=O)c1ccc(C)cc1)C1CC1.